Dataset: the Open Reaction Database (ORD), a public repository of structured organic reaction records. Task: describe an organic reaction: reactants, conditions, products, and yield The reactants are CN1CCN(C2CCN(C(=O)Nc3cc(Oc4ccc(NC(=O)C5(C(=O)OCc6ccccc6)CC5)c(F)c4)ccn3)CC2)CC1, CCOC(C)=O, Cl, [Na+], [OH-], O. The product is CN1CCN(C2CCN(C(=O)Nc3cc(Oc4ccc(NC(=O)C5(C(=O)O)CC5)c(F)c4)ccn3)CC2)CC1. As a reaction SMILES: [CH2:2]([c:3]1[cH:4][cH:5][cH:6][cH:7][cH:8]1)[O:9][C:10](=[O:11])[C:12]1([C:15]([NH:16][c:17]2[c:18]([F:46])[cH:19][c:20]([O:23][c:24]3[cH:25][c:26]([NH:30][C:31](=[O:32])[N:33]4[CH2:34][CH2:35][CH:36]([N:39]5[CH2:40][CH2:41][N:42]([CH3:45])[CH2:43][CH2:44]5)[CH2:37][CH2:38]4)[n:27][cH:28][cH:29]3)[cH:21][cH:22]2)=[O:47])[CH2:13][CH2:14]1.[CH3:51][CH2:52][O:53][C:54](=[O:55])[CH3:56].[ClH:1].[Na+:49].[OH-:48].[OH2:50]>>[O:9]=[C:10]([OH:11])[C:12]1([C:15]([NH:16][c:17]2[c:18]([F:46])[cH:19][c:20]([O:23][c:24]3[cH:25][c:26]([NH:30][C:31](=[O:32])[N:33]4[CH2:34][CH2:35][CH:36]([N:39]5[CH2:40][CH2:41][N:42]([CH3:45])[CH2:43][CH2:44]5)[CH2:37][CH2:38]4)[n:27][cH:28][cH:29]3)[cH:21][cH:22]2)=[O:47])[CH2:13][CH2:14]1. Starting materials: CCOC(=O)c1cc(F)c(NC2CCN(Cc3ccccc3)C2)nc1Cl, CCO, O=C[O-], [NH4+]. Product: CCOC(=O)c1cnc(NC2CCN(Cc3ccccc3)C2)c(F)c1. As a reaction SMILES: [CH2:1]([c:2]1[cH:3][cH:4][cH:5][cH:6][cH:7]1)[N:8]1[CH2:9][CH:10]([NH:13][c:14]2[n:15][c:16]([Cl:26])[c:17]([C:18](=[O:19])[O:20][CH2:21][CH3:22])[cH:23][c:24]2[F:25])[CH2:11][CH2:12]1.[CH3:31][CH2:32][OH:33].[CH:27]([O-:28])=[O:29].[NH4+:30]>>[CH2:1]([c:2]1[cH:3][cH:4][cH:5][cH:6][cH:7]1)[N:8]1[CH2:9][CH:10]([NH:13][c:14]2[n:15][cH:16][c:17]([C:18](=[O:19])[O:20][CH2:21][CH3:22])[cH:23][c:24]2[F:25])[CH2:11][CH2:12]1. The reactants are BrC1=CC=C2C=CNC2=C1 (6-bromo-1H-indole), FC(OC1=CC=C(C=C1)B(O)O)(F)F (4-trifluoromethoxyphenyl boronic acid), C([O-])([O-])=O.[Na+].[Na+] (sodium carbonate), C1(=CC=CC=C1)C (toluene). Reagents/catalysts: C=1C=CC(=CC1)[P](C=2C=CC=CC2)(C=3C=CC=CC3)[Pd]([P](C=4C=CC=CC4)(C=5C=CC=CC5)C=6C=CC=CC6)([P](C=7C=CC=CC7)(C=8C=CC=CC8)C=9C=CC=CC9)[P](C=1C=CC=CC1)(C=1C=CC=CC1)C=1C=CC=CC1 (tetrakis(triphenylphosphine)palladium). The solvent is O (water), C(C)O (ethanol). Product: FC(OC1=CC=C(C=C1)C1=CC=C2C=CNC2=C1)(F)F (6-(4-Trifluoromethoxyphenyl)-1H-indole), solid. Isolated yield 51.0%. Reaction SMILES: Br[C:2]1[CH:10]=[C:9]2[C:5]([CH:6]=[CH:7][NH:8]2)=[CH:4][CH:3]=1.[F:11][C:12]([F:24])([F:23])[O:13][C:14]1[CH:19]=[CH:18][C:17](B(O)O)=[CH:16][CH:15]=1.C(=O)([O-])[O-].[Na+].[Na+].C1(C)C=CC=CC=1>O.C(O)C.C1C=CC([P]([Pd]([P](C2C=CC=CC=2)(C2C=CC=CC=2)C2C=CC=CC=2)([P](C2C=CC=CC=2)(C2C=CC=CC=2)C2C=CC=CC=2)[P](C2C=CC=CC=2)(C2C=CC=CC=2)C2C=CC=CC=2)(C2C=CC=CC=2)C2C=CC=CC=2)=CC=1>[F:11][C:12]([F:23])([F:24])[O:13][C:14]1[CH:19]=[CH:18][C:17]([C:2]2[CH:10]=[C:9]3[C:5]([CH:6]=[CH:7][NH:8]3)=[CH:4][CH:3]=2)=[CH:16][CH:15]=1 |f:2.3.4,^1:45,47,66,85|. Procedure details: The mixture of 6-bromo-1H-indole (1.22 g, 6.22 mmol), 4-trifluoromethoxyphenyl boronic acid (1.41 g, 6.84 mmol), tetrakis(triphenylphosphine)palladium (0.213 g, 0.184 mmol) and sodium carbonate (2.64 g, 24.9 mmoles) in water (12.5 mL), ethanol (4 mL), and toluene (25 mL) was heated at reflux for 1.5 hours then cooled to room temperature. The mixture was then evaporated to dryness and the residue was partitioned in methylene chloride and water. The organic phase was washed with water, brine, drie...